Dataset: the Open Reaction Database (ORD), a public repository of structured organic reaction records. Task: describe an organic reaction: reactants, conditions, products, and yield The reactants are ClCCl, Cc1c(C(=O)OC(C)(C)C)sc2[nH]c(=O)nc(N)c12, O=C(O)C(F)(F)F. Yields the product Cc1c(C(=O)O)sc2[nH]c(=O)nc(N)c12. RXN SMILES: [Cl:27][CH2:28][Cl:29].[NH2:1][c:2]1[c:3]2[c:4]([nH:5][c:6](=[O:8])[n:7]1)[s:9][c:10]([C:13](=[O:14])[O:15][C:16]([CH3:17])([CH3:18])[CH3:19])[c:11]2[CH3:12].[OH:20][C:21]([C:22]([F:23])([F:24])[F:25])=[O:26]>>[NH2:1][c:2]1[c:3]2[c:4]([nH:5][c:6](=[O:8])[n:7]1)[s:9][c:10]([C:13](=[O:14])[OH:15])[c:11]2[CH3:12]. Starting materials: NC=1SC2=C(N1)C=CC=C2 (2-amino-1,3-benzthiazole), C(CCC)C1=CC=C(C(=O)Cl)C=C1 (4-n-butylbenzoyl chloride), [OH-].[Na+] (NaOH). Solvent: C(Cl)Cl (methylene chloride), N1=CC=CC=C1 (pyridine). Run at temperature 25 celsius, time 30 minute. Yields the product C(CCC)C1=CC=C(C(=O)NC=2SC3=C(N2)C=CC=C3)C=C1 (2-(4-n-butylbenzamido)-1,3-benzthiazole). As a reaction SMILES: [NH2:1][C:2]1[S:3][C:4]2[CH:10]=[CH:9][CH:8]=[CH:7][C:5]=2[N:6]=1.[CH2:11]([C:15]1[CH:23]=[CH:22][C:18]([C:19](Cl)=[O:20])=[CH:17][CH:16]=1)[CH2:12][CH2:13][CH3:14].[OH-].[Na+]>C(Cl)Cl.N1C=CC=CC=1>[CH2:11]([C:15]1[CH:16]=[CH:17][C:18]([C:19]([NH:1][C:2]2[S:3][C:4]3[CH:10]=[CH:9][CH:8]=[CH:7][C:5]=3[N:6]=2)=[O:20])=[CH:22][CH:23]=1)[CH2:12][CH2:13][CH3:14] |f:2.3|. Procedure details: A solution of 2-amino-1,3-benzthiazole (40 mg, 0.27 mmol) in methylene chloride (1 ml) and pyridine (100 μl) was treated with 4-n-butylbenzoyl chloride and stirred at 25° C. for 30 minutes. After this time, the reaction was treated with NaOH (0.5 ml, 5.0 M) and the resulting mixture stirred overnight. The resulting precipitate was collected by filtration and recrystallized from water to give 2-(4-n-butylbenzamido)-1,3-benzthiazole as pale yellow needles. (47 mg, 53%) The reactants are ice NH4Cl, [Si](C)(C)(C(C)(C)C)OC1C2(CCCC1(C1=C2C=C(C(=C1)C=O)OCCCCCCC)C)C ((5RS,9SR,10RS)-10-t-butyldimethylsilyloxy-2-formyl-3-heptyloxy-5,9-dimethyl-6,7,8,9-tetrahydro-5,9-methano-5H-benzocycloheptene), [H-].[Na+] (NaH), C(=O)(OCC)C1=CC=C(CP(OCC)(OCC)=O)C=C1 (diethyl (4-carbethoxybenzyl)phosphonate). Solvent: CN(C)C=O (DMF), CN(C)C=O (DMF). Run at time 2 hour. The product is SiO2, [Si](C)(C)(C(C)(C)C)OC1C2(CCCC1(C1=C2C=C(C(=C1)/C=C/C1=CC=C(C(=O)OCC)C=C1)OCCCCCCC)C)C (ethyl (E)-4-[2-[(5RS,9SR,10RS)-10-t-butyldimethylsilyloxy-3-heptyloxy-5,9-dimethyl-6,7,8,9-tetrahydro-5,9-methano-5H-benzocyclohepten-2-yl]vinyl]benzoate). Isolated yield 80.0%. RXN SMILES: [H-].[Na+].[C:3]([C:8]1[CH:22]=[CH:21][C:11]([CH2:12]P(=O)(OCC)OCC)=[CH:10][CH:9]=1)([O:5][CH2:6][CH3:7])=[O:4].[Si:23]([O:30][CH:31]1[C:36]2([CH3:53])[C:37]3[CH:42]=[C:41]([CH:43]=O)[C:40]([O:45][CH2:46][CH2:47][CH2:48][CH2:49][CH2:50][CH2:51][CH3:52])=[CH:39][C:38]=3[C:32]1([CH3:54])[CH2:33][CH2:34][CH2:35]2)([C:26]([CH3:29])([CH3:28])[CH3:27])([CH3:25])[CH3:24]>CN(C=O)C>[Si:23]([O:30][CH:31]1[C:36]2([CH3:53])[C:37]3[CH:42]=[C:41](/[CH:43]=[CH:12]/[C:11]4[CH:10]=[CH:9][C:8]([C:3]([O:5][CH2:6][CH3:7])=[O:4])=[CH:22][CH:21]=4)[C:40]([O:45][CH2:46][CH2:47][CH2:48][CH2:49][CH2:50][CH2:51][CH3:52])=[CH:39][C:38]=3[C:32]1([CH3:54])[CH2:33][CH2:34][CH2:35]2)([C:26]([CH3:29])([CH3:28])[CH3:27])([CH3:25])[CH3:24] |f:0.1|. Reported procedure: 248 mg of NaH (about 50% in oil) were placed in 12 ml of abs. DMF under argon. 2.45 g of diethyl (4-carbethoxybenzyl)phosphonate were added thereto at 0° and the mixture was subsequently stirred at room temperature for about 2 hours until the H2 evolution had finished. The mixture was cooled to −10° C. and 2.20 g of (5RS,9SR,10RS)-10-t-butyldimethylsilyloxy-2-formyl-3-heptyloxy-5,9-dimethyl-6,7,8,9-tetrahydro-5,9-methano-5H-benzocycloheptene dissolved in 10 ml of abs. DMF were slowly added dropw... Starting materials: ClC1=CC=C(C=C1)SC=1SC=CC1C=O (2-[(4-chlorophenyl)sulfanyl]-3-thiophenecarbaldehyde), CC(C(=O)NC1=CC(=CC=C1)C1CCNCC1)C (2-methyl-N-[3-(4-piperidinyl)phenyl]propanamide). Product: ClC1=CC=C(C=C1)SC=1SC=CC1CN1CCC(CC1)C=1C=C(C=CC1)NC(C(C)C)=O (N-{3-[1-({2-[(4-CHLOROPHENYL)SULFANYL]-3-THIENYL}METHYL)-4-PIPERIDINYL]PHENYL}-2-METHYLPROPANAMIDE). As a reaction SMILES: [Cl:1][C:2]1[CH:7]=[CH:6][C:5]([S:8][C:9]2[S:10][CH:11]=[CH:12][C:13]=2[CH:14]=O)=[CH:4][CH:3]=1.[CH3:16][CH:17]([CH3:33])[C:18]([NH:20][C:21]1[CH:26]=[CH:25][CH:24]=[C:23]([CH:27]2[CH2:32][CH2:31][NH:30][CH2:29][CH2:28]2)[CH:22]=1)=[O:19]>>[Cl:1][C:2]1[CH:3]=[CH:4][C:5]([S:8][C:9]2[S:10][CH:11]=[CH:12][C:13]=2[CH2:14][N:30]2[CH2:31][CH2:32][CH:27]([C:23]3[CH:22]=[C:21]([NH:20][C:18](=[O:19])[CH:17]([CH3:16])[CH3:33])[CH:26]=[CH:25][CH:24]=3)[CH2:28][CH2:29]2)=[CH:6][CH:7]=1. Procedure details: Prepared by Procedure F and Scheme R using 2-[(4-chlorophenyl)sulfanyl]-3-thiophenecarbaldehyde and 2-methyl-N-[3-(4-piperidinyl)phenyl]propanamide: ESMS m/e: 485.0 (M+H)+. Starting materials: O.NN (hydrazine hydrate), NC1=NC(=CC(=N1)C1=CC(=C(C#N)C=C1)F)N1CC(OCC1)C1=NC2=C(N1)C=CC(=C2)OC (4-(2-amino-6-{2-[5-(methyloxy)-1H-benzimidazol-2-yl]-4-morpholinyl}-4-pyrimidinyl)-2-fluorobenzonitrile), C(C)O (ethanol), O (water). The product is NC1=NC(=CC(=N1)C1=CC=C2C(=NNC2=C1)N)N1CC(OCC1)C1=NC2=C(N1)C=CC(=C2)OC (6-(2-Amino-6-{2-[5-(methyloxy)-1H-benzimidazol-2-yl]-4-morpholinyl}-4-pyrimidinyl)-1H-indazol-3-amine). As a reaction SMILES: [NH2:1][C:2]1[N:7]=[C:6]([C:8]2[CH:15]=[CH:14][C:11]([C:12]#[N:13])=[C:10](F)[CH:9]=2)[CH:5]=[C:4]([N:17]2[CH2:22][CH2:21]O[CH:19]([C:23]3[NH:27][C:26]4[CH:28]=[CH:29][C:30](OC)=[CH:31][C:25]=4[N:24]=3)[CH2:18]2)[N:3]=1.[OH2:34].[NH2:35][NH2:36].[OH2:37].[CH2:38](O)C>>[NH2:1][C:2]1[N:7]=[C:6]([C:8]2[CH:9]=[C:10]3[C:11]([C:12]([NH2:13])=[N:35][NH:36]3)=[CH:14][CH:15]=2)[CH:5]=[C:4]([N:17]2[CH2:22][CH2:21][O:34][CH:19]([C:23]3[NH:24][C:25]4[CH:31]=[CH:30][C:29]([O:37][CH3:38])=[CH:28][C:26]=4[N:27]=3)[CH2:18]2)[N:3]=1 |f:1.2|. Procedure: To a suspension of 4-(2-amino-6-{2-[5-(methyloxy)-1H-benzimidazol-2-yl]-4-morpholinyl}-4-pyrimidinyl)-2-fluorobenzonitrile (340 mg, 0.763 mmol) in ethanol (8 mL) at room temperature was added hydrazine hydrate (764 mg, 15.27 mmol). The reaction vessel was sealed and heated in CEM Discover using initial high to 120° C. for 1 hour. After cooling, the reaction was poured into water. The resulting precipitate was filtered and dried under vacuum to afford the title compound (148 mg). LC-MS (ES) m/z=4... The reactants are [N+](=O)([O-])NC(=N)N (Nitroguanidine), C[O-].[Na+] (sodium methoxide), CC=1C=C(C=NC1C)CC(C(=O)[O-])C=O (3-(5,6-Dimethyl-3-pyridyl)-2-formylpropionate). Run in CO (methanol). Product: CC=1C=C(C=NC1C)CC=1C(NC(=NC1)N[N+](=O)[O-])=O (5-(5,6-dimethyl-3-pyridylmethyl)-2-nitroamino-4-pyrimidone). Reaction SMILES: [N+:1]([NH:4][C:5]([NH2:7])=[NH:6])([O-:3])=[O:2].C[O-].[Na+].[CH3:11][C:12]1[CH:13]=[C:14]([CH2:19][CH:20]([CH:24]=O)[C:21]([O-])=[O:22])[CH:15]=[N:16][C:17]=1[CH3:18]>CO>[CH3:11][C:12]1[CH:13]=[C:14]([CH2:19][C:20]2[C:21](=[O:22])[NH:6][C:5]([NH:4][N+:1]([O-:3])=[O:2])=[N:7][CH:24]=2)[CH:15]=[N:16][C:17]=1[CH3:18] |f:1.2|. Reported procedure: Nitroguanidine (6.05 g) was added to a solution of sodium methoxide (prepared from 1.45 g sodium) in dry methanol (65 ml) and the mixture was boiled under reflux for 0.75 hours. 3-(5,6-Dimethyl-3-pyridyl)-2-formylpropionate (14.3 g) was added and the mixture was boiled under reflux for 40 hours and evaporated to dryness. Water (40 ml) was added to the residue and the mixture was extracted with chloroform (discarded). The aqueous phase was adjusted to pH 6 with hydrochloric acid and the solid whi... Reactants: COc1ccc(Br)c(C=O)c1, CC(=O)O, CC(Cl)Cl, NCCCO. Yields the product COc1ccc(Br)c(CNCCCO)c1. As a reaction SMILES: [Br:1][c:2]1[c:3]([CH:4]=[O:5])[cH:6][c:7]([O:10][CH3:11])[cH:8][cH:9]1.[CH3:17][C:18](=[O:19])[OH:20].[Cl:21][CH:22]([Cl:23])[CH3:24].[NH2:12][CH2:13][CH2:14][CH2:15][OH:16]>>[Br:1][c:2]1[c:3]([CH2:4][NH:12][CH2:13][CH2:14][CH2:15][OH:16])[cH:6][c:7]([O:10][CH3:11])[cH:8][cH:9]1. Starting materials: Cc1ccc(C2OC2C(N)=O)cc1, Cc1ccc(N)c(S)c1. The product is Cc1ccc(C(Sc2cc(C)ccc2N)C(O)C(N)=O)cc1. RXN SMILES: [CH3:1][c:2]1[cH:3][cH:4][c:5]([CH:8]2[CH:9]([C:10](=[O:11])[NH2:12])[O:13]2)[cH:6][cH:7]1.[NH2:14][c:15]1[c:16]([SH:22])[cH:17][c:18]([CH3:21])[cH:19][cH:20]1>>[CH3:1][c:2]1[cH:3][cH:4][c:5]([CH:8]([CH:9]([C:10](=[O:11])[NH2:12])[OH:13])[S:22][c:16]2[c:15]([NH2:14])[cH:20][cH:19][c:18]([CH3:21])[cH:17]2)[cH:6][cH:7]1.